The task is: describe an organic reaction: reactants, conditions, products, and yield. This data is from the Open Reaction Database (ORD), a public repository of structured organic reaction records. Reactants: BrC=1C(=NC(=NC1)Cl)NCC(CC)NC(OCC1=CC=CC=C1)=O (benzyl N-[1-[[(5-bromo-2-chloro-pyrimidin-4-yl)amino]methyl]propyl]-carbamate), C(C)OC(C#C)OCC (3,3-diethoxyprop-1-yne), Pddba, ClC1=NC=C(C(=N1)NCCNC(OC(C)(C)C)=O)C#CC(OCC)OCC (tert-butyl N-[2-[[2-chloro-5-(3,3-diethoxyprop-1-ynyl)pyrimidin-4 yl]amino]ethyl]carbamate). The product is ClC1=NC=C(C(=N1)NCC(CC)NC(OCC1=CC=CC=C1)=O)C#CC(OCC)OCC (benzyl N-[1-[[[2-chloro-5-(3,3-diethoxyprop-1-ynyl)pyrimidin-4-yl]amino]methyl]propyl]carbamate). Reaction SMILES: Br[C:2]1[C:3]([NH:9][CH2:10][CH:11]([NH:14][C:15](=[O:24])[O:16][CH2:17][C:18]2[CH:23]=[CH:22][CH:21]=[CH:20][CH:19]=2)[CH2:12][CH3:13])=[N:4][C:5]([Cl:8])=[N:6][CH:7]=1.[CH2:25]([O:27][CH:28]([O:31][CH2:32][CH3:33])[C:29]#[CH:30])[CH3:26].ClC1N=C(NCCNC(=O)OC(C)(C)C)C(C#CC(OCC)OCC)=CN=1>>[Cl:8][C:5]1[N:4]=[C:3]([NH:9][CH2:10][CH:11]([NH:14][C:15](=[O:24])[O:16][CH2:17][C:18]2[CH:23]=[CH:22][CH:21]=[CH:20][CH:19]=2)[CH2:12][CH3:13])[C:2]([C:30]#[C:29][CH:28]([O:31][CH2:32][CH3:33])[O:27][CH2:25][CH3:26])=[CH:7][N:6]=1. Procedure: benzyl N-[1-[[[2-chloro-5-(3,3-diethoxyprop-1-ynyl)pyrimidin-4-yl]amino]methyl]propyl]carbamate is prepared by treating benzyl N-[1-[[(5-bromo-2-chloro-pyrimidin-4-yl)amino]methyl]propyl]-carbamate with 3,3-diethoxyprop-1-yne in the presence of a catalyst such as Pddba using similar experimental conditions as described for the synthesis of tert-butyl N-[2-[[2-chloro-5-(3,3-diethoxyprop-1-ynyl)pyrimidin-4 yl]amino]ethyl]carbamate LCMS (ESI) (M+H) 461. Starting materials: C(C)(C)(C)OC(=O)N1C=C(C2=CC=C(C=C12)Br)CO (6-Bromo-3-hydroxymethyl-indole-1-carboxylic acid tert-butyl ester), Pd[P(Ph)3]4, B(OCCCCCCCC)[O-] (octyl boronate), C=CCCCCCC (1-octene), B1C2CCCC1CCC2 (9-BBN), solution, [OH-].[Na+] (sodium hydroxide), solution. Solvent: C1CCOC1 (THF). Reaction conditions: time 8 hour. Yields the product C(C)(C)(C)OC(=O)N1C=C(C2=CC=C(C=C12)CCCCCCCC)CO (3-Hydroxymethyl-6-octyl-indole-1-carboxylic acid tert-butyl ester). RXN SMILES: B([O-])O[CH2:3][CH2:4][CH2:5][CH2:6][CH2:7][CH2:8][CH2:9][CH3:10].C=CCCCCCC.B1C2CCCC1CCC2.[OH-].[Na+].[C:31]([O:35][C:36]([N:38]1[C:46]2[C:41](=[CH:42][CH:43]=[C:44](Br)[CH:45]=2)[C:40]([CH2:48][OH:49])=[CH:39]1)=[O:37])([CH3:34])([CH3:33])[CH3:32]>C1COCC1>[C:31]([O:35][C:36]([N:38]1[C:46]2[C:41](=[CH:42][CH:43]=[C:44]([CH2:3][CH2:4][CH2:5][CH2:6][CH2:7][CH2:8][CH2:9][CH3:10])[CH:45]=2)[C:40]([CH2:48][OH:49])=[CH:39]1)=[O:37])([CH3:34])([CH3:33])[CH3:32] |f:3.4|. Procedure details: An octyl boronate intermediate is generated by adding 1-octene (1.38 g, 14.1 mmol) to a solution of 9-BBN in THF (28.3 mL of a 0.5 M solution, 14.1 mmol). The reaction mixture is stirred at room temperature overnight. An aqueous solution of sodium hydroxide (5.0 mL of a 3.0 M solution) is added, followed by the addition of compound 25 (3.10 g, 10.0 mmol) and Pd[P(Ph)3]4 (0.310 g, 0.270 mmol). The reaction is brought to reflux and maintained for 12 hours under an inert atmosphere. The reaction is...